Task: describe an organic reaction: reactants, conditions, products, and yield. Dataset: the Open Reaction Database (ORD), a public repository of structured organic reaction records Starting materials: N[C@H](CN1N=C(C=C1)C1=CC(=C(C#N)C=C1)Cl)C ((S)-4-(1-(2-aminopropyl)-1H-pyrazol-3-yl)-2-chlorobenzonitrile), solution, C[Al](C)C (trimethyl aluminium), CCCCCCC (heptane), C(C)(C)(C)[Si](OCC=1N(C=C(N1)C(=O)OC)COCC[Si](C)(C)C)(C)C (methyl 2-((tert-butyldimethyl-silyloxy)methyl)-1-((2-(trimethylsilyl)ethoxy)methyl)-1H-imidazole-4-carboxylate). Solvent: O (water), C1(=CC=CC=C1)C (toluene), C1(=CC=CC=C1)C (toluene). Reaction conditions: temperature 0 celsius, time 10 minute. Yields the product [Si](C)(C)(C(C)(C)C)OCC=1N(C=C(N1)C(=O)N[C@H](CN1N=C(C=C1)C1=CC(=C(C=C1)C#N)Cl)C)COCC[Si](C)(C)C ((S)-2-((tert-Butyl dimethylsilyloxy)methyl)-N-(1-(3-(3-chloro-4-cyano phenyl)-1H-pyrazol-1-yl)propan-2-yl)-1-((2-(trimethylsilyl)ethoxy)methyl)-1H-imidazole-4-carboxamide). RXN SMILES: [NH2:1][C@@H:2]([CH3:18])[CH2:3][N:4]1[CH:8]=[CH:7][C:6]([C:9]2[CH:16]=[CH:15][C:12]([C:13]#[N:14])=[C:11]([Cl:17])[CH:10]=2)=[N:5]1.C[Al](C)C.CCCCCCC.[C:30]([Si:34]([CH3:55])([CH3:54])[O:35][CH2:36][C:37]1[N:38]([CH2:46][O:47][CH2:48][CH2:49][Si:50]([CH3:53])([CH3:52])[CH3:51])[CH:39]=[C:40]([C:42](OC)=[O:43])[N:41]=1)([CH3:33])([CH3:32])[CH3:31]>C1(C)C=CC=CC=1.O>[Si:34]([O:35][CH2:36][C:37]1[N:38]([CH2:46][O:47][CH2:48][CH2:49][Si:50]([CH3:51])([CH3:52])[CH3:53])[CH:39]=[C:40]([C:42]([NH:1][C@@H:2]([CH3:18])[CH2:3][N:4]2[CH:8]=[CH:7][C:6]([C:9]3[CH:16]=[CH:15][C:12]([C:13]#[N:14])=[C:11]([Cl:17])[CH:10]=3)=[N:5]2)=[O:43])[N:41]=1)([C:30]([CH3:33])([CH3:32])[CH3:31])([CH3:55])[CH3:54]. Reported procedure: Into a flask containing a solution of (S)-4-(1-(2-aminopropyl)-1H-pyrazol-3-yl)-2-chlorobenzonitrile (0.4 g, 17.5 mmol) in toluene (20 ml), 2 M solution of trimethyl aluminium in heptane (2.62 ml, 52.6 mmol) was added at 0° C. The resulting mixture was stirred at 0° C. for 10 min and a solution of methyl 2-((tert-butyldimethyl-silyloxy)methyl)-1-((2-(trimethylsilyl)ethoxy)methyl)-1H-imidazole-4-carboxylate (0.7 g, 17.5 mmol) in toluene (20 ml) was added at 0° C. The reaction mixture was heated a... Starting materials: [N+](=O)(O)[O-] (nitric acid), ClC=1C=C(C=CC1F)C(F)(F)F (3-chloro-4-fluorobenzotrifluoride). Run at temperature 40 celsius, time 5 hour. Yields the product 347, ClC=1C(=CC(=C(C1)C(F)(F)F)[N+](=O)[O-])F (5-chloro-4-fluoro-2-nitrobenzotrifluoride). Reaction SMILES: [N+:1]([O-:4])(O)=[O:2].[Cl:5][C:6]1[CH:7]=[C:8]([C:13]([F:16])([F:15])[F:14])[CH:9]=[CH:10][C:11]=1[F:12]>>[Cl:5][C:6]1[C:11]([F:12])=[CH:10][C:9]([N+:1]([O-:4])=[O:2])=[C:8]([C:13]([F:14])([F:15])[F:16])[CH:7]=1. Reported procedure: About 500 parts of aqueous nitric acid was added slowly, with stirring, to a reaction vessel containing about 400 parts of 3-chloro-4-fluorobenzotrifluoride. The temperature of the reaction mixture was maintained at about 40° C. during the addition, then raised to about 60° C. and maintained thereat for about 5 hours. The reaction mixture was allowed to settle. The aqueous layer was removed and the organic layer was washed twice with 500 parts of water, treated several times with a saturated sol... Starting materials: COC1=CCC2=C(CCC3C2CCC2(C)C(O)CCC32)C1, CC(C)(C)[O-], CS(C)=O, [K+]. Product: COC1=CC2=C(CC1)C1CCC3(C)C(O)CCC3C1CC2. As a reaction SMILES: [CH3:1][O:2][C:3]1=[CH:20][CH2:19][C:18]2=[C:5]([CH2:4]1)[CH2:6][CH2:7][CH:8]1[CH:9]3[CH2:10][CH2:11][CH:12]([OH:21])[C:13]3([CH3:14])[CH2:15][CH2:16][CH:17]12.[CH3:22][C:23]([CH3:24])([O-:25])[CH3:26].[CH3:28][S:29]([CH3:30])=[O:31].[K+:27]>>[CH3:1][O:2][C:3]1=[CH:4][C:5]2=[C:18]([CH:17]3[CH:8]([CH2:7][CH2:6]2)[CH:9]2[CH2:10][CH2:11][CH:12]([OH:21])[C:13]2([CH3:14])[CH2:15][CH2:16]3)[CH2:19][CH2:20]1. The reactants are C(C)OC(C=C(C1=CC=CC=C1)N1C=CC2=CC(=CC=C12)CCCC1=NC2=NC=CC=C2C=C1)=O (3-[5-(3-[1,8]Naphthyridin-2-yl-propyl)-indol-1-yl]-3-phenyl-acrylic acid ethyl ester). Reagents/catalysts: [Pd] (palladium on carbon). Solvent: CO (methanol). Product: C1(=CC=CC=C1)C(CC(=O)O)N1C=CC2=CC(=CC=C12)CCCC1=NC=2NCCCC2C=C1 (3-Phenyl-3-{5-[3-(5,6,7,8-tetrahydro-[1,8]naphthyridin-2-yl)-propyl]-indol-1-yl}-propionic acid). Isolated yield 9.4%. Reaction SMILES: C([O:3][C:4](=[O:35])[CH:5]=[C:6]([N:13]1[C:21]2[C:16](=[CH:17][C:18]([CH2:22][CH2:23][CH2:24][C:25]3[CH:34]=[CH:33][C:32]4[C:27](=[N:28][CH:29]=[CH:30][CH:31]=4)[N:26]=3)=[CH:19][CH:20]=2)[CH:15]=[CH:14]1)[C:7]1[CH:12]=[CH:11][CH:10]=[CH:9][CH:8]=1)C>CO.[Pd]>[C:7]1([CH:6]([N:13]2[C:21]3[C:16](=[CH:17][C:18]([CH2:22][CH2:23][CH2:24][C:25]4[CH:34]=[CH:33][C:32]5[CH2:31][CH2:30][CH2:29][NH:28][C:27]=5[N:26]=4)=[CH:19][CH:20]=3)[CH:15]=[CH:14]2)[CH2:5][C:4]([OH:35])=[O:3])[CH:8]=[CH:9][CH:10]=[CH:11][CH:12]=1. Reported procedure: 3-[5-(3-[1,8]Naphthyridin-2-yl-propyl)-indol-1-yl]-3-phenyl-acrylic acid ethyl ester (30.0 mg, 0.484 mmol) in methanol (2 mL) was stirred under hydrogen in the presence of 10% palladium on carbon (15.0 mg) at room temperature for 3 days. Then, the reaction mixture was filtered through celite and purified via column chromatography on silica gel (methylene chloride/methanol) (95/5) to give the title product as yellow oil (20.0 mg, 66% yield). 1H NMR (CDCl3) δ 8.2 (d, 1H), 8.0 (m, 1H), 7.45 (m, 2H)... The reactants are CC(C)(Br)C(=O)Cl, CCOC(C)=O, Nc1ccc(S(=O)(=O)c2ccccc2)cc1O, c1ccncc1. Yields the product CC(C)(Br)CNc1ccc(S(=O)(=O)c2ccccc2)cc1O. RXN SMILES: [Br:24][C:25]([C:26]([Cl:27])=[O:28])([CH3:29])[CH3:30].[CH3:31][CH2:32][O:33][C:34](=[O:35])[CH3:36].[NH2:1][c:2]1[c:3]([OH:17])[cH:4][c:5]([S:8](=[O:9])(=[O:10])[c:11]2[cH:12][cH:13][cH:14][cH:15][cH:16]2)[cH:6][cH:7]1.[cH:18]1[cH:19][cH:20][n:21][cH:22][cH:23]1>>[NH:1]([c:2]1[c:3]([OH:17])[cH:4][c:5]([S:8](=[O:9])(=[O:10])[c:11]2[cH:12][cH:13][cH:14][cH:15][cH:16]2)[cH:6][cH:7]1)[CH2:26][C:25]([Br:24])([CH3:29])[CH3:30]. Starting materials: Cc1ccccc1, Nc1ccc(Br)cn1, O=C(O)C1=C(O)c2ccccc2N(c2ccccc2)C1. The product is O=C(Nc1ccc(Br)cn1)C1=C(O)c2ccccc2N(c2ccccc2)C1. RXN SMILES: [CH3:29][c:30]1[cH:31][cH:32][cH:33][cH:34][cH:35]1.[NH2:1][c:2]1[n:3][cH:4][c:5]([Br:8])[cH:6][cH:7]1.[OH:9][C:10]1=[C:11]([C:26](=[O:27])[OH:28])[CH2:12][N:13]([c:20]2[cH:21][cH:22][cH:23][cH:24][cH:25]2)[c:14]2[cH:15][cH:16][cH:17][cH:18][c:19]21>>[NH:1]([c:2]1[n:3][cH:4][c:5]([Br:8])[cH:6][cH:7]1)[C:26]([C:11]1=[C:10]([OH:9])[c:19]2[c:14]([cH:15][cH:16][cH:17][cH:18]2)[N:13]([c:20]2[cH:21][cH:22][cH:23][cH:24][cH:25]2)[CH2:12]1)=[O:27]. Starting materials: BrC=1C=CC2=C(C=3N(CCO2)C=C(N3)C3=NC=NN3CC(F)(F)F)C1 (10-bromo-2-(1-(2,2,2-trifluoroethyl)-1H-1,2,4-triazol-5-yl)-5,6-dihydrobenzo[f]imidazo[1,2-d][1,4]oxazepine), FC1=NC=CC=C1B(O)O (2-fluoropyridin-3-ylboronic acid). The product is FC1=NC=CC=C1C=1C=CC2=C(C=3N(CCO2)C=C(N3)C3=NC=NN3CC(F)(F)F)C1 (10-(2-fluoropyridin-3-yl)-2-(1-(2,2,2-trifluoroethyl)-1H-1,2,4-triazol-5-yl)-5,6-dihydrobenzo[f]imidazo[1,2-d][1,4]oxazepine). Isolated yield 55.0%. RXN SMILES: Br[C:2]1[CH:3]=[CH:4][C:5]2[O:11][CH2:10][CH2:9][N:8]3[CH:12]=[C:13]([C:15]4[N:19]([CH2:20][C:21]([F:24])([F:23])[F:22])[N:18]=[CH:17][N:16]=4)[N:14]=[C:7]3[C:6]=2[CH:25]=1.[F:26][C:27]1[C:32](B(O)O)=[CH:31][CH:30]=[CH:29][N:28]=1>>[F:26][C:27]1[C:32]([C:2]2[CH:3]=[CH:4][C:5]3[O:11][CH2:10][CH2:9][N:8]4[CH:12]=[C:13]([C:15]5[N:19]([CH2:20][C:21]([F:22])([F:23])[F:24])[N:18]=[CH:17][N:16]=5)[N:14]=[C:7]4[C:6]=3[CH:25]=2)=[CH:31][CH:30]=[CH:29][N:28]=1. Procedure details: Following the procedure for 203, 10-bromo-2-(1-(2,2,2-trifluoroethyl)-1H-1,2,4-triazol-5-yl)-5,6-dihydrobenzo[f]imidazo[1,2-d][1,4]oxazepine was reacted with 2-fluoropyridin-3-ylboronic acid to give 10-(2-fluoropyridin-3-yl)-2-(1-(2,2,2-trifluoroethyl)-1H-1,2,4-triazol-5-yl)-5,6-dihydrobenzo[f]imidazo[1,2-d][1,4]oxazepine (0.108 g, 55%), 1H NMR (400 MHz, DMSO) δ 8.71 (t, J=2.0, 1H), 8.57-7.83 (m, 4H), 7.80-7.39 (m, 2H), 7.22 (d, J=8.5, 1H), 5.88 (q, J=8.8, 2H), 4.79-4.38 (m, 4H). MS (ESI(+)): m/... Starting materials: C(C)(=O)Cl (acetyl chloride), C(C)(C)(C)OC(N(C)[C@@H](C)C(N[C@H](C(=O)N1[C@@H](C2=CC=CC=C2CC1)C(NC1=C(C=CC=C1F)F)=O)C1CCCCC1)=O)=O (((S)-1-{(S)-1-cyclohexyl-2-[(S)-1-(2,6-di fluoro-phenylcarbamoyl)-3,4-dihydro-1H-isoquinolin-2-yl]-2-oxo-ethylcarbamoyl}-ethyl)-methyl-carbamic acid tert-butyl ester). Solvent: CO (MeOH). Conditions: time 1 hour. Product: Cl.FC1=C(C(=CC=C1)F)NC(=O)[C@H]1N(CCC2=CC=CC=C12)C([C@@H](NC([C@H](C)NC)=O)C1CCCCC1)=O ((S)-2-[(S)-2-cyclohexyl-2-((S)-2-methylamino-propionylamino)-acetyl]-1,2,3,4-tetrahydro-isoquinoline-1-carboxylic acid (2,6-difluoro-phenyl)-amide hydrochloride). Yield: 96.2%. Reaction SMILES: C([Cl:4])(=O)C.C(O[C:10](=O)[N:11]([C@H:13]([C:15](=[O:47])[NH:16][C@@H:17]([CH:41]1[CH2:46][CH2:45][CH2:44][CH2:43][CH2:42]1)[C:18]([N:20]1[CH2:29][CH2:28][C:27]2[C:22](=[CH:23][CH:24]=[CH:25][CH:26]=2)[C@H:21]1[C:30](=[O:40])[NH:31][C:32]1[C:37]([F:38])=[CH:36][CH:35]=[CH:34][C:33]=1[F:39])=[O:19])[CH3:14])C)(C)(C)C>CO>[ClH:4].[F:39][C:33]1[CH:34]=[CH:35][CH:36]=[C:37]([F:38])[C:32]=1[NH:31][C:30]([C@@H:21]1[C:22]2[C:27](=[CH:26][CH:25]=[CH:24][CH:23]=2)[CH2:28][CH2:29][N:20]1[C:18](=[O:19])[C@H:17]([CH:41]1[CH2:42][CH2:43][CH2:44][CH2:45][CH2:46]1)[NH:16][C:15](=[O:47])[C@@H:13]([NH:11][CH3:10])[CH3:14])=[O:40] |f:3.4|. Procedure: A solution of acetyl chloride (552 mg, 500 μL, 7.03 mmol, Eq: 74.3) in MeOH (2 mL) was added to a vial containing ((S)-1-{(S)-1-cyclohexyl-2-[(S)-1-(2,6-di fluoro-phenylcarbamoyl)-3,4-dihydro-1H-isoquinolin-2-yl]-2-oxo-ethylcarbamoyl}-ethyl)-methyl-carbamic acid tert-butyl ester (58 mg, 94.7 μmol, Eq: 1.00). The mixture was stirred at RT for 1 h. The solvent was evaporated and the resulting solid was dissolved in MeCN (3 mL) and water (1 mL) and the solution lyophilized to give (S)-2-[(S)-2-cycl... The reactants are NC1=CC=CC=C1 (aniline), C1=CN(C=N1)C(=O)N2C=CN=C2 (CDI), C1(CCCC1)OC1=CC=C(N)C=C1 (4-cyclopentyloxyaniline), [H][H] (hydrogen), N1CCC(CC1)N1CCOCC1 (4-Piperidin-4-ylmorpholine), FC1=CC=C(C=C1)[N+](=O)[O-] (4-fluoronitrobenzene), nitro. Yields the product C1(CCCC1)OC1=CC=C(C=C1)NC(=O)NC1=CC=C(C=C1)N1CCC(CC1)N1CCOCC1 (1-(4-Cyclopentyloxyphenyl)-3-[4-(4-morpholin-4-ylpiperidin-1-yl)phenyl]urea). As a reaction SMILES: [NH:1]1[CH2:6][CH2:5][CH:4]([N:7]2[CH2:12][CH2:11][O:10][CH2:9][CH2:8]2)[CH2:3][CH2:2]1.F[C:14]1[CH:19]=CC([N+]([O-])=O)=[CH:16][CH:15]=1.[H][H].NC1C=CC=CC=1.[CH:32]1N=C[N:34]([C:37]([N:39]2C=N[CH:41]=[CH:40]2)=[O:38])[CH:33]=1.[CH:44]1([O:49][C:50]2[CH:56]=[CH:55]C(N)=C[CH:51]=2)[CH2:48][CH2:47][CH2:46][CH2:45]1>>[CH:44]1([O:49][C:50]2[CH:51]=[CH:41][C:40]([NH:39][C:37]([NH:34][C:33]3[CH:32]=[CH:16][C:15]([N:1]4[CH2:6][CH2:5][CH:4]([N:7]5[CH2:12][CH2:11][O:10][CH2:9][CH2:8]5)[CH2:3][CH2:2]4)=[CH:14][CH:19]=3)=[O:38])=[CH:55][CH:56]=2)[CH2:45][CH2:46][CH2:47][CH2:48]1. Procedure details: 4-Piperidin-4-ylmorpholine was reacted with 4-fluoronitrobenzene, the resulting nitro compound was reduced with hydrogen and finally the aniline was reacted with CDI and 4-cyclopentyloxyaniline by method A, B and C. This resulted in the product with the molecular weight of 464.61 (C27H36N4O3); MS (ESI): 465 (M+H+).